From a dataset of the Open Reaction Database (ORD), a public repository of structured organic reaction records. describe an organic reaction: reactants, conditions, products, and yield The reactants are C=CCC1Cc2c(Cl)cccc2C1=O, Cc1ccccc1, CC(=O)O, Cl, O, [Zn]. Product: C=CCC1Cc2cccc(Cl)c2C1. RXN SMILES: [CH2:1]([CH:2]=[CH2:3])[CH:4]1[C:5](=[O:14])[c:6]2[cH:7][cH:8][cH:9][c:10]([Cl:13])[c:11]2[CH2:12]1.[CH3:15][c:16]1[cH:17][cH:18][cH:19][cH:20][cH:21]1.[CH3:25][C:26](=[O:27])[OH:28].[ClH:22].[OH2:23].[Zn:24]>>[CH2:1]([CH:2]=[CH2:3])[CH:4]1[CH2:5][c:6]2[cH:7][cH:8][cH:9][c:10]([Cl:13])[c:11]2[CH2:12]1.